Dataset: the Open Reaction Database (ORD), a public repository of structured organic reaction records. Task: describe an organic reaction: reactants, conditions, products, and yield Reactants: C(CCCC)C1=C(N=CO1)C(=O)OC (5-n-pentyl-4-methoxycarbonyloxazole), [OH-].[K+] (potassium hydroxide), CO (methanol). The solvent is O (water). Yields the product C(CCCC)C1=C(N=CO1)C(=O)O (5-n-pentyl-4-oxazolecarboxylic acid). Isolated yield 79.9%. RXN SMILES: [CH2:1]([C:6]1[O:10][CH:9]=[N:8][C:7]=1[C:11]([O:13]C)=[O:12])[CH2:2][CH2:3][CH2:4][CH3:5].[OH-].[K+].CO>O>[CH2:1]([C:6]1[O:10][CH:9]=[N:8][C:7]=1[C:11]([OH:13])=[O:12])[CH2:2][CH2:3][CH2:4][CH3:5] |f:1.2|. Procedure: 40 g of 5-n-pentyl-4-methoxycarbonyloxazole, 27 g of potassium hydroxide, 1000 ml of methanol and 50 ml of water are treated in the same manner as described in Preparation 1-(2). 29.7 g of 5-n-pentyl-4-oxazolecarboxylic acid are thereby obtained. Yield: 80%. Yield: 565.7%. Product: FC1=CC=C(C(=O)NC2=CC=C3C(=N2)C(=CN3)C3CCN(CC3)CCC)C=C1 (5-(N-[4-fluorobenzoyl]amino)-3-(1-propylpiperidin-4-yl)pyrrolo[3,2-b]pyridine). Reactants: NC1=CC=C2C(=N1)C(=CN2)C2CCN(CC2)CCC (5-amino-3-(1-propylpiperidin-4-yl)pyrrolo[3,2-b]pyridine), FC1=CC=C(C(=O)Cl)C=C1 (4-fluorobenzoyl chloride). RXN SMILES: [NH2:1][C:2]1[N:7]=[C:6]2[C:8]([CH:11]3[CH2:16][CH2:15][N:14]([CH2:17][CH2:18][CH3:19])[CH2:13][CH2:12]3)=[CH:9][NH:10][C:5]2=[CH:4][CH:3]=1.[F:20][C:21]1[CH:29]=[CH:28][C:24]([C:25](Cl)=[O:26])=[CH:23][CH:22]=1>>[F:20][C:21]1[CH:29]=[CH:28][C:24]([C:25]([NH:1][C:2]2[N:7]=[C:6]3[C:8]([CH:11]4[CH2:16][CH2:15][N:14]([CH2:17][CH2:18][CH3:19])[CH2:13][CH2:12]4)=[CH:9][NH:10][C:5]3=[CH:4][CH:3]=2)=[O:26])=[CH:23][CH:22]=1. Procedure: Beginning with 0.10 gm (0.39 mMol) 5-amino-3-(1-propylpiperidin-4-yl)pyrrolo[3,2-b]pyridine and 0.055 mL (0.046 mMol) 4-fluorobenzoyl chloride, 0.099 gm (67%) of the title compound were prepared as an ivory foam essentially by the procedure described in Example 4. An analytical sample was crystallized from aqueous ethanol. Reactants: CO, Cl, [K+], COC(=O)COc1cc2c(c(Cl)c1C)C(=O)C1(CCCC1)C2=O, [OH-], O. Product: Cc1c(OCC(=O)O)cc2c(c1Cl)C(=O)C1(CCCC1)C2=O. RXN SMILES: [CH3:26][OH:27].[ClH:28].[K+:25].[O:1]=[C:2]1[c:3]2[cH:4][c:5]([O:18][CH2:19][C:20](=[O:21])[O:22][CH3:23])[c:6]([CH3:17])[c:7]([Cl:16])[c:8]2[C:9](=[O:15])[C:10]12[CH2:11][CH2:12][CH2:13][CH2:14]2.[OH-:24].[OH2:29]>>[O:1]=[C:2]1[c:3]2[cH:4][c:5]([O:18][CH2:19][C:20](=[O:21])[OH:22])[c:6]([CH3:17])[c:7]([Cl:16])[c:8]2[C:9](=[O:15])[C:10]12[CH2:11][CH2:12][CH2:13][CH2:14]2. Reactants: C1CCOC1, [Li]C, CCOCC, CCC(NC(=O)c1cncc2c1cnn2-c1ccc(F)cc1)c1ccnc(C=O)c1. The product is CCC(NC(=O)c1cncc2c1cnn2-c1ccc(F)cc1)c1ccnc(C(C)O)c1. RXN SMILES: [CH2:33]1[O:34][CH2:35][CH2:36][CH2:37]1.[CH3:31][Li:32].[CH3:38][CH2:39][O:40][CH2:41][CH3:42].[CH:1](=[O:2])[c:3]1[n:4][cH:5][cH:6][c:7]([CH:9]([CH2:10][CH3:11])[NH:12][C:13](=[O:14])[c:15]2[c:16]3[c:17]([cH:18][n:19][cH:20]2)[n:21](-[c:24]2[cH:25][cH:26][c:27]([F:30])[cH:28][cH:29]2)[n:22][cH:23]3)[cH:8]1>>[CH:1]([OH:2])([c:3]1[n:4][cH:5][cH:6][c:7]([CH:9]([CH2:10][CH3:11])[NH:12][C:13](=[O:14])[c:15]2[c:16]3[c:17]([cH:18][n:19][cH:20]2)[n:21](-[c:24]2[cH:25][cH:26][c:27]([F:30])[cH:28][cH:29]2)[n:22][cH:23]3)[cH:8]1)[CH3:31]. Reactants: CN(C)Cc1cc(Br)cs1, CCOC(C)=O, CC(C)NC(C)C, O=CN1CCCCC1, [Li], C1CCOC1. Yields the product CN(C)Cc1cc(Br)c(C=O)s1. Reaction SMILES: [Br:1][c:2]1[cH:3][c:4]([CH2:7][N:8]([CH3:9])[CH3:10])[s:5][cH:6]1.[CH3:32][CH2:33][O:34][C:35](=[O:36])[CH3:37].[CH:11]([NH:12][CH:13]([CH3:14])[CH3:15])([CH3:16])[CH3:17].[CH:19](=[O:20])[N:21]1[CH2:22][CH2:23][CH2:24][CH2:25][CH2:26]1.[Li:18].[O:27]1[CH2:28][CH2:29][CH2:30][CH2:31]1>>[Br:1][c:2]1[cH:3][c:4]([CH2:7][N:8]([CH3:9])[CH3:10])[s:5][c:6]1[CH:19]=[O:20].